This data is from the Open Reaction Database (ORD), a public repository of structured organic reaction records. The task is: describe an organic reaction: reactants, conditions, products, and yield The reactants are C([O-])([O-])=O.[K+].[K+] (potassium carbonate), BrCC(=O)C1OC(CC1)C (2-bromoacetyl-5-methyltetrahydrofuran), OC(C(=O)OCC1=CC=C(C=C1)OC)N1C([C@H]([C@H]1S)NC(CC1=CC=CC=C1)=O)=O (4-methoxybenzyl (2RS)-2-hydroxy-2-[(3R,4R)-4-mercapto-3-phenylacetamidoazetidin-2-on-1-yl]acetate). Run in CC(=O)C (acetone), CC(=O)C (acetone), C(C)(=O)OCC (ethyl acetate). Conditions: time 10 minute. Yields the product OC(C(=O)OCC1=CC=C(C=C1)OC)N1C([C@H]([C@H]1SCC(=O)C1OC(CC1)C)NC(CC1=CC=CC=C1)=O)=O (4-Methoxybenzyl (2RS)-2-hydroxy-2-[(3R,4R)-4-(5-methyltetrahydrofuran-2-ylcarbonylmethylthio)-3-phenylacetamidoazetidin-2-on-1-yl]acetate). The yield is 60.0%. RXN SMILES: [OH:1][CH:2]([N:15]1[C@H:18]([SH:19])[C@H:17]([NH:20][C:21](=[O:29])[CH2:22][C:23]2[CH:28]=[CH:27][CH:26]=[CH:25][CH:24]=2)[C:16]1=[O:30])[C:3]([O:5][CH2:6][C:7]1[CH:12]=[CH:11][C:10]([O:13][CH3:14])=[CH:9][CH:8]=1)=[O:4].Br[CH2:32][C:33]([CH:35]1[CH2:39][CH2:38][CH:37]([CH3:40])[O:36]1)=[O:34].C(=O)([O-])[O-].[K+].[K+]>CC(C)=O.C(OCC)(=O)C>[OH:1][CH:2]([N:15]1[C@H:18]([S:19][CH2:32][C:33]([CH:35]2[CH2:39][CH2:38][CH:37]([CH3:40])[O:36]2)=[O:34])[C@H:17]([NH:20][C:21](=[O:29])[CH2:22][C:23]2[CH:24]=[CH:25][CH:26]=[CH:27][CH:28]=2)[C:16]1=[O:30])[C:3]([O:5][CH2:6][C:7]1[CH:12]=[CH:11][C:10]([O:13][CH3:14])=[CH:9][CH:8]=1)=[O:4] |f:2.3.4|. Procedure: Toluene-4-sulphonic acid (3.42g, 17.98mmol) in water (8ml) was added to a solution of 4-methoxybenzyl (2RS)-2-hydroxy-2-[(1R,5R)-3-benzyl-4-thia-2,6-diazabicyclo[3.2.0]hept-2-en-7-on-6-yl]acetate (4.12g, 10.0mmol) in dichloromethane (20ml) and acetone (20ml). After stirring for 2.5h at room temperature, the reaction mixture was diluted with dichloromethane, washed with water (x2), dried and concentrated in vacuo to yield crude 4-methoxybenzyl (2RS)-2-hydroxy-2-[(3R,4R)-4-mercapto-3-phenylacetami... The reactants are CC=1C=CC(=NC1C)C(=O)C1=CNC2=CC=CC=C2C1=O (3-(5,6-Dimethyl-pyridine-2-carbonyl)-1H-quinolin-4-one), [H-].[Na+] (sodium hydride), FC1=C(CBr)C=CC=C1 (2-fluorobenzyl bromide). Solvent: CN(C=O)C (N,N-dimethylformamide). Run at time 2 hour. The product is CC=1C=CC(=NC1C)C(=O)C1=CN(C2=CC=CC=C2C1=O)CC1=C(C=CC=C1)F (3-(5,6-Dimethyl-pyridine-2-carbonyl)-1-(2-fluoro-benzyl)-1H-quinolin-4-one). The yield is 92.7%. As a reaction SMILES: [CH3:1][C:2]1[CH:3]=[CH:4][C:5]([C:9]([C:11]2[C:20](=[O:21])[C:19]3[C:14](=[CH:15][CH:16]=[CH:17][CH:18]=3)[NH:13][CH:12]=2)=[O:10])=[N:6][C:7]=1[CH3:8].[H-].[Na+].[F:24][C:25]1[CH:32]=[CH:31][CH:30]=[CH:29][C:26]=1[CH2:27]Br>CN(C)C=O>[CH3:1][C:2]1[CH:3]=[CH:4][C:5]([C:9]([C:11]2[C:20](=[O:21])[C:19]3[C:14](=[CH:15][CH:16]=[CH:17][CH:18]=3)[N:13]([CH2:27][C:26]3[CH:29]=[CH:30][CH:31]=[CH:32][C:25]=3[F:24])[CH:12]=2)=[O:10])=[N:6][C:7]=1[CH3:8] |f:1.2|. Procedure: Compound 4i was prepared following the procedure outlined in Step 3 of Example 1. Briefly described here, 32 mg (0.12 mmol) of 3-(5,6-dimethyl-pyridine-2-carbonyl)-1H-quinolin-4-one 3d, 6 mg (0.14 mmol) of 60% sodium hydride and 26 mg (0.14 mmol) of 2-fluorobenzyl bromide were combined in 0.5 mL N,N-dimethylformamide and stirred at rt for 2 h. The product was purified using reverse phase HPLC, mobile phase with a gradient 10-70% acetonitrile in 50 min. The HPLC fractions containing pure product ... The reactants are C(C)OC(CC=1C=C(C(=CC1)OC)C1=C(C=C(C=C1)C(F)(F)F)C#N)=O ((2′-cyano-6-methoxy-4′-trifluoromethyl-biphenyl-3-yl)-acetic acid ethyl ester), [BH4-].[Na+] (sodium borohydride), Cl (HCl). The reagents and catalysts are O.O.O.O.O.O.[Co](Cl)Cl (cobalt(II) chloride hexahydrate). Run in CO (MeOH), C1CCOC1 (THF). Run at time 2 hour. Product: C(C)OC(CC=1C=C(C(=CC1)OC)C1=C(C=C(C=C1)C(F)(F)F)CN)=O ((2′-Aminomethyl-6-methoxy-4′-trifluoromethyl-biphenyl-3-yl)-acetic acid ethyl ester). RXN SMILES: [CH2:1]([O:3][C:4](=[O:26])[CH2:5][C:6]1[CH:7]=[C:8]([C:14]2[CH:19]=[CH:18][C:17]([C:20]([F:23])([F:22])[F:21])=[CH:16][C:15]=2[C:24]#[N:25])[C:9]([O:12][CH3:13])=[CH:10][CH:11]=1)[CH3:2].[BH4-].[Na+].Cl>CO.C1COCC1.O.O.O.O.O.O.[Co](Cl)Cl>[CH2:1]([O:3][C:4](=[O:26])[CH2:5][C:6]1[CH:7]=[C:8]([C:14]2[CH:19]=[CH:18][C:17]([C:20]([F:23])([F:21])[F:22])=[CH:16][C:15]=2[CH2:24][NH2:25])[C:9]([O:12][CH3:13])=[CH:10][CH:11]=1)[CH3:2] |f:1.2,6.7.8.9.10.11.12|. Reported procedure: To a solution of (2′-cyano-6-methoxy-4′-trifluoromethyl-biphenyl-3-yl)-acetic acid ethyl ester (0.545 g, 1.5 mmol) and cobalt(II) chloride hexahydrate (0.71 g, 3.0 mmol) in MeOH (60 mL) and THF (24 mL) was added sodium borohydride (0.58 g, 15.3 mmol), and the reaction was stirred at room temperature for 2 hours. 2N Aqueous HCl (67 mL) was added, and the mixture was concentrated. 2N Aqueous NH4OH was added until the solution was basic, and the mixture was extracted twice with CH2Cl2. The combined... Starting materials: CCC(COC)NC(=O)OCc1ccccc1, C1CCOC1, CI, [H-], [Na+], CN(C)C=O. The product is CCC(COC)N(C)C(=O)OCc1ccccc1. As a reaction SMILES: [CH2:1]([c:2]1[cH:3][cH:4][cH:5][cH:6][cH:7]1)[O:8][C:9]([NH:10][CH:11]([CH2:12][CH3:13])[CH2:14][O:15][CH3:16])=[O:17].[CH2:22]1[O:23][CH2:24][CH2:25][CH2:26]1.[CH3:18][I:19].[H-:21].[Na+:20].[O:27]=[CH:28][N:29]([CH3:30])[CH3:31]>>[CH2:1]([c:2]1[cH:3][cH:4][cH:5][cH:6][cH:7]1)[O:8][C:9]([N:10]([CH:11]([CH2:12][CH3:13])[CH2:14][O:15][CH3:16])[CH3:18])=[O:17]. Starting materials: O=C([O-])O, N#C[Cu], Nc1ccc(I)cc1F, [Na+], CN(C)C=O. The product is N#Cc1ccc(N)c(F)c1. Reaction SMILES: [C:13](=[O:14])([OH:15])[O-:16].[Cu:10][C:11]#[N:12].[F:1][c:2]1[c:3]([NH2:4])[cH:5][cH:6][c:7]([I:9])[cH:8]1.[Na+:17].[O:18]=[CH:19][N:20]([CH3:21])[CH3:22]>>[F:1][c:2]1[c:3]([NH2:4])[cH:5][cH:6][c:7]([C:11]#[N:12])[cH:8]1. Reactants: COc1cc(CCl)ccc1OCc1ccccc1, CCOC(=O)CCc1c[nH]nc1OCC, CN(C)C=O, [H-], [Na+], O. The product is CCOC(=O)CCc1cn(Cc2ccc(OCc3ccccc3)c(OC)c2)nc1OCC. Reaction SMILES: [CH2:16]([c:17]1[cH:18][cH:19][cH:20][cH:21][cH:22]1)[O:23][c:24]1[c:25]([O:32][CH3:33])[cH:26][c:27]([CH2:28][Cl:29])[cH:30][cH:31]1.[CH2:1]([CH3:2])[O:3][c:4]1[n:5][nH:6][cH:7][c:8]1[CH2:9][CH2:10][C:11](=[O:12])[O:13][CH2:14][CH3:15].[CH3:34][N:35]([CH3:36])[CH:37]=[O:38].[H-:39].[Na+:40].[OH2:41]>>[CH2:1]([CH3:2])[O:3][c:4]1[n:5][n:6]([CH2:28][c:27]2[cH:26][c:25]([O:32][CH3:33])[c:24]([O:23][CH2:16][c:17]3[cH:18][cH:19][cH:20][cH:21][cH:22]3)[cH:31][cH:30]2)[cH:7][c:8]1[CH2:9][CH2:10][C:11](=[O:12])[O:13][CH2:14][CH3:15]. The reactants are Cc1nc2sccn2c(=O)c1-c1ccc(C#N)cc1, COCCOc1c(C=O)cccc1OC, CC[O-], [Na+]. Yields the product COCCOc1c(C=Cc2nc3sccn3c(=O)c2-c2ccc(C#N)cc2)cccc1OC. Reaction SMILES: [CH3:1][c:2]1[n:3][c:4]2[n:5]([c:6](=[O:16])[c:7]1-[c:8]1[cH:9][cH:10][c:11]([C:12]#[N:13])[cH:14][cH:15]1)[cH:17][cH:18][s:19]2.[CH3:20][O:21][c:22]1[c:23]([O:30][CH2:31][CH2:32][O:33][CH3:34])[c:24]([CH:25]=[O:26])[cH:27][cH:28][cH:29]1.[CH3:36][CH2:37][O-:38].[Na+:35]>>[CH:1]([c:2]1[n:3][c:4]2[n:5]([c:6](=[O:16])[c:7]1-[c:8]1[cH:9][cH:10][c:11]([C:12]#[N:13])[cH:14][cH:15]1)[cH:17][cH:18][s:19]2)=[CH:25][c:24]1[c:23]([O:30][CH2:31][CH2:32][O:33][CH3:34])[c:22]([O:21][CH3:20])[cH:29][cH:28][cH:27]1. Starting materials: BrCCBr, O=C([O-])[O-], [K+], [K+], CN(C)C=O, O, COc1cccc2c(O)ccc(C=O)c12. Product: COc1cccc2c(OCCBr)ccc(C=O)c12. RXN SMILES: [Br:22][CH2:23][CH2:24][Br:25].[C:16](=[O:17])([O-:18])[O-:19].[K+:20].[K+:21].[O:27]=[CH:28][N:29]([CH3:30])[CH3:31].[OH2:26].[OH:1][c:2]1[cH:3][cH:4][c:5]([CH:14]=[O:15])[c:6]2[c:7]([O:12][CH3:13])[cH:8][cH:9][cH:10][c:11]12>>[O:1]([c:2]1[cH:3][cH:4][c:5]([CH:14]=[O:15])[c:6]2[c:7]([O:12][CH3:13])[cH:8][cH:9][cH:10][c:11]12)[CH2:24][CH2:23][Br:22]. The reactants are CC1=CC=C(C=C1)C1=CC=C(O1)/C=C/C(=O)OC (methyl (E)-3-[5-(4-methylphenyl)furan-2-yl]acrylate), [OH-].[Na+] (sodium hydroxide), Cl (hydrochloric acid). The solvent is O1C(CCC1)CCO (tetrahydrofuran-ethanol). Conditions: time 24 hour. Product: CC1=CC=C(C=C1)C1=CC=C(O1)/C=C/C(=O)O ((E)-3-[5-(4-methylphenyl)furan-2-yl]acrylic acid). Yield: 66.3%. As a reaction SMILES: [CH3:1][C:2]1[CH:7]=[CH:6][C:5]([C:8]2[O:12][C:11](/[CH:13]=[CH:14]/[C:15]([O:17]C)=[O:16])=[CH:10][CH:9]=2)=[CH:4][CH:3]=1.[OH-].[Na+].Cl>O1CCCC1CCO>[CH3:1][C:2]1[CH:3]=[CH:4][C:5]([C:8]2[O:12][C:11](/[CH:13]=[CH:14]/[C:15]([OH:17])=[O:16])=[CH:10][CH:9]=2)=[CH:6][CH:7]=1 |f:1.2|. Procedure details: To a solution of methyl (E)-3-[5-(4-methylphenyl)furan-2-yl]acrylate (1.49 g) in tetrahydrofuran-ethanol (10-10 ml) was added 2N sodium hydroxide (4 ml) at room temperature, and the mixture was stirred for 24 hours. The reaction mixture was acidified with 1N hydrochloric acid, and the mixture was extracted with ethyl acetate. The organic layer was washed with saturated sodium chloride solution, dried with magnesium sulfate and concentrated under reduced pressure to give (E)-3-[5-(4-methylphenyl)... The reactants are [Al+3], COC(=O)c1cccnc1N(C)C1CCN(Cc2ccccc2)CC1, [H-], [H-], [H-], [H-], [Li+], C1CCOC1. Yields the product CN(c1ncccc1CO)C1CCN(Cc2ccccc2)CC1. As a reaction SMILES: [Al+3:27].[CH2:1]([c:2]1[cH:3][cH:4][cH:5][cH:6][cH:7]1)[N:8]1[CH2:9][CH2:10][CH:11]([N:14]([c:15]2[n:16][cH:17][cH:18][cH:19][c:20]2[C:21](=[O:22])[O:23][CH3:24])[CH3:25])[CH2:12][CH2:13]1.[H-:26].[H-:29].[H-:30].[H-:31].[Li+:28].[O:32]1[CH2:33][CH2:34][CH2:35][CH2:36]1>>[CH2:1]([c:2]1[cH:3][cH:4][cH:5][cH:6][cH:7]1)[N:8]1[CH2:9][CH2:10][CH:11]([N:14]([c:15]2[n:16][cH:17][cH:18][cH:19][c:20]2[CH2:21][OH:22])[CH3:25])[CH2:12][CH2:13]1.